describe an organic reaction: reactants, conditions, products, and yield From a dataset of the Open Reaction Database (ORD), a public repository of structured organic reaction records. Starting materials: CCOC(=O)CCc1nc(Cl)c2ccc(-c3ncccc3C(F)(F)F)cc2n1, CC#N, Nc1ccc(C(F)(F)F)cc1. Yields the product CCOC(=O)CCc1nc(Nc2ccc(C(F)(F)F)cc2)c2ccc(-c3ncccc3C(F)(F)F)cc2n1. RXN SMILES: [CH2:1]([CH3:2])[O:3][C:4]([CH2:5][CH2:6][c:7]1[n:8][c:9]2[cH:10][c:11](-[c:18]3[n:19][cH:20][cH:21][cH:22][c:23]3[C:24]([F:25])([F:26])[F:27])[cH:12][cH:13][c:14]2[c:15]([Cl:17])[n:16]1)=[O:28].[CH3:40][C:41]#[N:42].[F:29][C:30]([c:31]1[cH:32][cH:33][c:34]([NH2:35])[cH:36][cH:37]1)([F:38])[F:39]>>[CH2:1]([CH3:2])[O:3][C:4]([CH2:5][CH2:6][c:7]1[n:8][c:9]2[cH:10][c:11](-[c:18]3[n:19][cH:20][cH:21][cH:22][c:23]3[C:24]([F:25])([F:26])[F:27])[cH:12][cH:13][c:14]2[c:15]([NH:35][c:34]2[cH:33][cH:32][c:31]([C:30]([F:29])([F:38])[F:39])[cH:37][cH:36]2)[n:16]1)=[O:28]. Reactants: [BH4-], C1CCOC1, COc1ccc(C)cc1C(=O)c1ccccc1, [Na+], [Na+], O=C([O-])O. Product: COc1ccc(C)cc1Cc1ccccc1. As a reaction SMILES: [BH4-:1].[CH2:25]1[O:26][CH2:27][CH2:28][CH2:29]1.[CH3:3][O:4][c:5]1[c:6]([C:7](=[O:8])[c:9]2[cH:10][cH:11][cH:12][cH:13][cH:14]2)[cH:15][c:16]([CH3:19])[cH:17][cH:18]1.[Na+:24].[Na+:2].[O-:20][C:21]([OH:22])=[O:23]>>[CH3:3][O:4][c:5]1[c:6]([CH2:7][c:9]2[cH:10][cH:11][cH:12][cH:13][cH:14]2)[cH:15][c:16]([CH3:19])[cH:17][cH:18]1. Reactants: NC1=CC=C(C=C1)C=1C(CC(NN1)=O)C (6-(p-aminophenyl)-4,5-dihydro-5-methyl-3(2H)-pyridazinone), ClC1(CC1)C(=O)Cl (1-chlorocyclopropanecarboxylic acid chloride). Solvent: O1CCCC1 (tetrahydrofuran). Reaction conditions: temperature 60 celsius. The product is ClC1(CC1)C(=O)NC1=CC=C(C=C1)C=1C(CC(NN1)=O)C (6-[p-(1-chlorocyclopropylcarbonylamino)phenyl]-4,5-dihydro-5-methyl-3(2H)-pyridazinone). The yield is 73.1%. As a reaction SMILES: [NH2:1][C:2]1[CH:7]=[CH:6][C:5]([C:8]2[CH:9]([CH3:15])[CH2:10][C:11](=[O:14])[NH:12][N:13]=2)=[CH:4][CH:3]=1.[Cl:16][C:17]1([C:20](Cl)=[O:21])[CH2:19][CH2:18]1>O1CCCC1>[Cl:16][C:17]1([C:20]([NH:1][C:2]2[CH:7]=[CH:6][C:5]([C:8]3[CH:9]([CH3:15])[CH2:10][C:11](=[O:14])[NH:12][N:13]=3)=[CH:4][CH:3]=2)=[O:21])[CH2:19][CH2:18]1. Procedure details: 5.0 g (24.6 millimoles) of 6-(p-aminophenyl)-4,5-dihydro-5-methyl-3(2H)-pyridazinone are dissolved in 100 ml of absolute tetrahydrofuran by stirring and heating to 60° C. The solution is allowed to cool to room temperature, 4.15 g (29.9 millimoles) of 1-chlorocyclopropanecarboxylic acid chloride are added dropwise and the reaction solution is then stirred for 6 hours at room temperature. It is then concentrated to half its volume and 200 ml of water are added. The precipitate which forms is filt... Starting materials: FC(C(=O)O)(F)F (trifluoroacetic acid), C(C)(C)(C)OC(N(C)CC1=CC(=CC=C1)C(N(C)[C@H](CC1=CC2=CC=CC=C2C=C1)C(N(C)[C@@H](C(=O)N1[C@@H](CCC1)CN(C)C)CC1=CC=CC=C1)=O)=O)=O (N-(3-[N-((1R)-1-{N-[(1R)-1-benzyl-2-((2S)-2-((dimethylamino)methyl)pyrrolidin-1-yl)-2-oxoethyl]-N-methylcarbamoyl}-2-(2-naphthyl)ethyl)-N-methylcarbamoyl]benzyl}-N-methylcarbamic acid tert-butyl ester). The solvent is ClCCl (dichloromethane). Reaction conditions: temperature 0 celsius, time 25 minute. Yields the product C(C1=CC=CC=C1)[C@H](C(=O)N1[C@@H](CCC1)CN(C)C)N(C(=O)[C@@H](CC1=CC2=CC=CC=C2C=C1)N(C(C1=CC(=CC=C1)CNC)=O)C)C (N-((1R)-1-{N-[(1R)-1-Benzyl-2-((2S)-2-((dimethylamino)methyl)pyrrolidin-1-yl)-2-oxoethyl]-N-methylcarbamoyl)-2-(2-naphthyl)ethyl)-N-methyl-3-((methylamino)methyl)benzamide). Yield: 96.1%. Reaction SMILES: FC(F)(F)C(O)=O.C(O[C:13](=O)[N:14]([CH2:16][C:17]1[CH:22]=[CH:21][CH:20]=[C:19]([C:23](=[O:61])[N:24]([C@@H:26]([C:38](=[O:60])[N:39]([C@H:41]([CH2:53][C:54]2[CH:59]=[CH:58][CH:57]=[CH:56][CH:55]=2)[C:42]([N:44]2[CH2:48][CH2:47][CH2:46][C@H:45]2[CH2:49][N:50]([CH3:52])[CH3:51])=[O:43])[CH3:40])[CH2:27][C:28]2[CH:37]=[CH:36][C:35]3[C:30](=[CH:31][CH:32]=[CH:33][CH:34]=3)[CH:29]=2)[CH3:25])[CH:18]=1)C)(C)(C)C>ClCCl>[CH2:53]([C@@H:41]([N:39]([CH3:40])[C:38]([C@H:26]([N:24]([CH3:25])[C:23](=[O:61])[C:19]1[CH:20]=[CH:21][CH:22]=[C:17]([CH2:16][NH:14][CH3:13])[CH:18]=1)[CH2:27][C:28]1[CH:37]=[CH:36][C:35]2[C:30](=[CH:31][CH:32]=[CH:33][CH:34]=2)[CH:29]=1)=[O:60])[C:42]([N:44]1[CH2:48][CH2:47][CH2:46][C@H:45]1[CH2:49][N:50]([CH3:51])[CH3:52])=[O:43])[C:54]1[CH:59]=[CH:58][CH:57]=[CH:56][CH:55]=1. Procedure details: At 0° C., trifluoroacetic acid (7 ml) was added to a solution of N-(3-[N-((1R)-1-{N-[(1R)-1-benzyl-2-((2S)-2-((dimethylamino)methyl)pyrrolidin-1-yl)-2-oxoethyl]-N-methylcarbamoyl}-2-(2-naphthyl)ethyl)-N-methylcarbamoyl]benzyl}-N-methylcarbamic acid tert-butyl ester (523 mg, 0.70 mmol) in dichloromethane (7 ml). The reaction mixture was stirred for 25 min at 0° C. The solvent was removed in vacuo. The residue was dissolved in dichloromethane (90 ml), and the solvent was removed in vacuo. The latt... Starting materials: COC(=O)C(C)Oc1ccc(CNC(=O)c2cccnc2Oc2cccc(C#N)c2)c(F)c1, COC(=O)COc1ccc(CNC(=O)c2cccnc2Oc2ccc3c(c2)OCO3)c(F)c1. The product is CC(Oc1ccc(CNC(=O)c2cccnc2Oc2cccc(C#N)c2)c(F)c1)C(=O)O. RXN SMILES: [CH3:1][O:2][C:3]([CH:4]([CH3:5])[O:6][c:7]1[cH:8][c:9]([F:32])[c:10]([CH2:13][NH:14][C:15](=[O:16])[c:17]2[c:18]([O:23][c:24]3[cH:25][c:26]([C:30]#[N:31])[cH:27][cH:28][cH:29]3)[n:19][cH:20][cH:21][cH:22]2)[cH:11][cH:12]1)=[O:33].[CH3:34][O:35][C:36](=[O:37])[CH2:38][O:39][c:40]1[cH:41][cH:42][c:43]([CH2:44][NH:45][C:46]([c:47]2[c:48]([O:49][c:50]3[cH:51][cH:52][c:53]4[c:57]([cH:58]3)[O:56][CH2:55][O:54]4)[n:59][cH:60][cH:61][cH:62]2)=[O:63])[c:64]([F:65])[cH:66]1>>[O:2]=[C:3]([CH:4]([CH3:5])[O:6][c:7]1[cH:8][c:9]([F:32])[c:10]([CH2:13][NH:14][C:15](=[O:16])[c:17]2[c:18]([O:23][c:24]3[cH:25][c:26]([C:30]#[N:31])[cH:27][cH:28][cH:29]3)[n:19][cH:20][cH:21][cH:22]2)[cH:11][cH:12]1)[OH:33]. Starting materials: O=C(O)c1ccc2c(c1)OC(F)(F)O2, CNOC. Reagents/catalysts: CCN=C=NCCCN(C)C.Cl (EDC-HCl), CN1CCOCC1 (NMM), Oc1cc(Cl)c(Cl)cc1Cl (2,4,5-Trichlorophenol). Run in CN(C)C=O (DMF), CN(C)C=O (DMF), CN(C)C=O (DMF), CN(C)C=O (DMF), CN(C)C=O (DMF), CN(C)C=O (DMF). Conditions: temperature 25 celsius, time 2 hour. Product: CON(C)C(=O)c1ccc2c(c1)OC(F)(F)O2. The yield is 1.7%. RXN SMILES: CNOC.O=C(O)c1ccc2c(c1)OC(F)(F)O2.CCN=C=NCCCN(C)C.Cl.C1=C(C(=CC(=C1Cl)Cl)Cl)[O-].[Na+].CN1CCOCC1.CN(C)C=O>>CON(C)C(=O)c1ccc2c(c1)OC(F)(F)O2.